From a dataset of the Open Reaction Database (ORD), a public repository of structured organic reaction records. describe an organic reaction: reactants, conditions, products, and yield Starting materials: 1-methyl, C(#N)N1CC(CCC1)CC(=O)C1=C(C=CC=C1)F (1-cyano-3-(2-fluorophenacyl)piperidine), C(C)(=O)O (acetic acid), C(Cl)(Cl)Cl (chloroform). The solvent is Cl (hydrochloric acid), O (water). Conditions: time 15.75 hour. Product: CN1CC(CCC1)CC(=O)C1=C(C=CC=C1)F (1-Methyl-3-(2-fluorophenacyl)piperidine), 1-cyano, Cl.C(N)(=O)N1CC(CCC1)CC(=O)C1=C(C=CC=C1)F (1-carbamoyl-3-(2-fluorophenacyl)piperidine hydrochloride). Reaction SMILES: [C:1]([N:3]1[CH2:8][CH2:7][CH2:6][CH:5]([CH2:9][C:10]([C:12]2[CH:17]=[CH:16][CH:15]=[CH:14][C:13]=2[F:18])=[O:11])[CH2:4]1)#[N:2].C(Cl)(Cl)[Cl:20].C(O)(=[O:25])C>Cl.O>[CH3:1][N:3]1[CH2:8][CH2:7][CH2:6][CH:5]([CH2:9][C:10]([C:12]2[CH:17]=[CH:16][CH:15]=[CH:14][C:13]=2[F:18])=[O:11])[CH2:4]1.[ClH:20].[C:1]([N:3]1[CH2:8][CH2:7][CH2:6][CH:5]([CH2:9][C:10]([C:12]2[CH:17]=[CH:16][CH:15]=[CH:14][C:13]=2[F:18])=[O:11])[CH2:4]1)(=[O:25])[NH2:2] |f:6.7|. Procedure details: 1-Methyl-3-(2-fluorophenacyl)piperidine was prepared essentially as described in Example 5. The 1-cyano analog was prepared from the 1-methyl compound by the procedure of Example 20. The crude 1-cyano-3-(2-fluorophenacyl)piperidine, 66.4 g, was dissolved in a mixture of 470 ml of glacial acetic acid, 150 ml of concentrated hydrochloric acid, and 150 ml of water. The resulting solution, under nitrogen, was heated on a steam-bath for 17.5 hours. The reaction solution was worked up essentially as d... Reactants: NC1=CC(N(C(N1C1=C(C=C(C=C1)I)F)=O)C1CC1)=O (6-amino-3-cyclopropyl-1-(2-fluoro-4-iodo-phenyl)-1H-pyrimidine-2,4-dione), CN(C=O)C (N,N-dimethylformamide), COC(N(C)C)OC (N,N-dimethylformamide dimethylacetal), C(C)(C)O (Isopropanol). The solvent is O (water). Reaction conditions: time 2 hour. The product is C1(CC1)N1C(N(C(=CC1=O)N=CN(C)C)C1=C(C=C(C=C1)I)F)=O (N′-[1-cyclopropyl-3-(2-fluoro-4-iodo-phenyl)-2,6-dioxo-1,2,3,6-tetrahydro-pyrimidin-4-yl]-N,N-dimethyl-formamidine). The yield is 92.0%. Reaction SMILES: [NH2:1][C:2]1[N:7]([C:8]2[CH:13]=[CH:12][C:11]([I:14])=[CH:10][C:9]=2[F:15])[C:6](=[O:16])[N:5]([CH:17]2[CH2:19][CH2:18]2)[C:4](=[O:20])[CH:3]=1.[CH3:21][N:22]([CH3:25])[CH:23]=O.COC(OC)N(C)C.C(O)(C)C>O>[CH:17]1([N:5]2[C:4](=[O:20])[CH:3]=[C:2]([N:1]=[CH:21][N:22]([CH3:25])[CH3:23])[N:7]([C:8]3[CH:13]=[CH:12][C:11]([I:14])=[CH:10][C:9]=3[F:15])[C:6]2=[O:16])[CH2:18][CH2:19]1. Procedure details: Under a nitrogen atmosphere, to 6-amino-3-cyclopropyl-1-(2-fluoro-4-iodo-phenyl)-1H-pyrimidine-2,4-dione 75 (178 g) were added N,N-dimethylformamide (356 ml) and N,N-dimethylformamide dimethylacetal (178 ml), and the mixture was stirred at room temperature for 2 hrs. Isopropanol (178 ml) was added with stirring at room temperature, and water (1068 ml) was added dropwise. The mixture was stirred at room temperature for 2 hrs, and the precipitated crystals were collected by filtration and dried to... Starting materials: CC1CNCC1c1nc2c(cnn2C(C)C)c(=O)[nH]1, O=Cc1ccnc2nccnc12. Product: CC1CN(Cc2ccnc3nccnc23)CC1c1nc2c(cnn2C(C)C)c(=O)[nH]1. Reaction SMILES: [CH:1]([CH3:2])([CH3:3])[n:4]1[n:5][cH:6][c:7]2[c:8]1[n:9][c:10]([CH:14]1[CH2:15][NH:16][CH2:17][CH:18]1[CH3:19])[nH:11][c:12]2=[O:13].[n:20]1[c:21]2[c:22]([n:23][cH:24][cH:25]1)[n:26][cH:27][cH:28][c:29]2[CH:30]=[O:31]>>[CH:1]([CH3:2])([CH3:3])[n:4]1[n:5][cH:6][c:7]2[c:8]1[n:9][c:10]([CH:14]1[CH2:15][N:16]([CH2:30][c:29]3[c:21]4[n:20][cH:25][cH:24][n:23][c:22]4[n:26][cH:27][cH:28]3)[CH2:17][CH:18]1[CH3:19])[nH:11][c:12]2=[O:13].